From a dataset of the Open Reaction Database (ORD), a public repository of structured organic reaction records. describe an organic reaction: reactants, conditions, products, and yield The reactants are O (water), ClC1=NC=2CC(CC2C=C1)CN1CC(CN2C1=NC(=CC2=O)C2=CC=NC=C2)(C)C ((+/−)9-(2-chloro-6,7-dihydro-5H-[1]pyrindin-6-ylmethyl)-7,7-dimethyl-2-(pyridin-4-yl)-6,7,8,9-tetrahydro-pyrimido[1,2-a]pyrimidin-4-one), C([O-])([O-])=O.[Cs+].[Cs+] (cesium carbonate), C1=CC=C(C=C1)P(C2=CC=CC=C2)C3=C(C4=CC=CC=C4C=C3)C5=C(C=CC6=CC=CC=C65)P(C7=CC=CC=C7)C8=CC=CC=C8 ((S)-(−)-2,2′-bis(diphenylphosphino)-1,1′-binaphthyl), N1CCCC1 (pyrrolidine). Reagents/catalysts: C=1C=CC(=CC1)/C=C/C(=O)/C=C/C2=CC=CC=C2.C=1C=CC(=CC1)/C=C/C(=O)/C=C/C2=CC=CC=C2.C=1C=CC(=CC1)/C=C/C(=O)/C=C/C2=CC=CC=C2.[Pd].[Pd] (tris(dibenzylideneacetone)dipalladium(0)). Yields the product CC1(CN(C=2N(C(C=C(N2)C2=CC=NC=C2)=O)C1)CC1CC=2C=CC(=NC2C1)N1CCCC1)C ((+/−)7,7-Dimethyl-2-(pyridin-4-yl)-9-[(2-pyrrolidin-1-yl-6,7-dihydro-5H-[1]pyrindin-6-ylmethyl)]-6,7,8,9-tetrahydro-pyrimido[1,2-a]pyrimidin-4-one). As a reaction SMILES: Cl[C:2]1[CH:10]=[CH:9][C:8]2[CH2:7][CH:6]([CH2:11][N:12]3[C:17]4=[N:18][C:19]([C:23]5[CH:28]=[CH:27][N:26]=[CH:25][CH:24]=5)=[CH:20][C:21](=[O:22])[N:16]4[CH2:15][C:14]([CH3:30])([CH3:29])[CH2:13]3)[CH2:5][C:4]=2[N:3]=1.C(=O)([O-])[O-].[Cs+].[Cs+].C1C=CC(P(C2C=CC3C(=CC=CC=3)C=2C2C3C(=CC=CC=3)C=CC=2P(C2C=CC=CC=2)C2C=CC=CC=2)C2C=CC=CC=2)=CC=1.O.[NH:84]1[CH2:88][CH2:87][CH2:86][CH2:85]1>C1C=CC(/C=C/C(/C=C/C2C=CC=CC=2)=O)=CC=1.C1C=CC(/C=C/C(/C=C/C2C=CC=CC=2)=O)=CC=1.C1C=CC(/C=C/C(/C=C/C2C=CC=CC=2)=O)=CC=1.[Pd].[Pd]>[CH3:29][C:14]1([CH3:30])[CH2:15][N:16]2[C:21](=[O:22])[CH:20]=[C:19]([C:23]3[CH:28]=[CH:27][N:26]=[CH:25][CH:24]=3)[N:18]=[C:17]2[N:12]([CH2:11][CH:6]2[CH2:5][C:4]3[N:3]=[C:2]([N:84]4[CH2:88][CH2:87][CH2:86][CH2:85]4)[CH:10]=[CH:9][C:8]=3[CH2:7]2)[CH2:13]1 |f:1.2.3,7.8.9.10.11|. Procedure details: To a solution of 0.2 g (0.474 mmol) of (+/−)9-(2-chloro-6,7-dihydro-5H-[1]pyrindin-6-ylmethyl)-7,7-dimethyl-2-(pyridin-4-yl)-6,7,8,9-tetrahydro-pyrimido[1,2-a]pyrimidin-4-one in 20 ml of anhydrous pyrrolidine was treated with 0.216 g (0.664 mmol) of cesium carbonate, 8.85 mg (0.142 mmol) of (S)-(−)-2,2′-bis(diphenylphosphino)-1,1′-binaphthyl and 6.5 mg (0.07 mmol) of tris(dibenzylideneacetone)dipalladium(0). After being stirred under reflux for 24 h, water was added, the mixture was extracted wi...